From a dataset of the Open Reaction Database (ORD), a public repository of structured organic reaction records. describe an organic reaction: reactants, conditions, products, and yield Reactants: CCOC(=O)C (EtOAc), CS(=O)(=O)CCCC=1NC2=CC=CC=C2C1CC(=O)N (methanesulfonylpropyl-indole-3-acetamide), C1CCOC1 (THF), aqueous solution, CNC (dimethylamine), O (water). Run in [Cl-].[Na+].O (brine). Conditions: time 18 hour. Product: CN(C)CCCN1C=C(C2=CC=CC=C12)CC(=O)N (1-(Dimethylaminopropyl)-indole-3-acetamide). The yield is 92.0%. RXN SMILES: CS(CCC[C:8]1[NH:9][C:10]2[C:15]([C:16]=1[CH2:17][C:18]([NH2:20])=[O:19])=[CH:14][CH:13]=[CH:12][CH:11]=2)(=O)=O.[CH3:21][NH:22][CH3:23].CCOC(C)=O.O.[CH2:31]1[CH2:35]OC[CH2:32]1>[Cl-].[Na+].O>[CH3:21][N:22]([CH2:32][CH2:31][CH2:35][N:9]1[C:10]2[C:15](=[CH:14][CH:13]=[CH:12][CH:11]=2)[C:16]([CH2:17][C:18]([NH2:20])=[O:19])=[CH:8]1)[CH3:23] |f:5.6.7|. Procedure: A suspension of 1-(methanesulfonylpropyl-indole-3-acetamide (1.0 g, 3.20 mmol) in THF (15 mL) was treated with a 40% aqueous solution of dimethylamine (13.5 mL, 0.108 mole) and the resultant reaction solution was capped and stirred at room temperature for 18 hours. The reaction was worked up extractively using EtOAc (50 mL), water (2×50 mL) and brine (25 ml). The combined aqueous layers were back-extracted three times with EtOAc (3×25 mL) and the combined organic layer dried (MgSO4) and the solv... Starting materials: [N+](=O)([O-])C1=C(N)C=CC=C1 (2-Nitroaniline), FC1=C(C=CC=C1)[N+](=O)[O-] (2-fluoronitrobenzene), C([O-])([O-])=O.[K+].[K+] (potassium carbonate). The reagents and catalysts are [Cu] (copper). Solvent: C=1(C(=CC=CC1)C)C (xylene). Yields the product [N+](=O)([O-])C1=C(C=CC=C1)NC1=C(C=CC=C1)F (N-(2-nitrophenyl)-2-fluoroaniline), crystals. The yield is 72.0%. Reaction SMILES: [N+:1]([C:4]1[CH:10]=[CH:9][CH:8]=[CH:7][C:5]=1[NH2:6])([O-:3])=[O:2].[F:11][C:12]1[CH:17]=[CH:16][CH:15]=[CH:14][C:13]=1[N+]([O-])=O.C(=O)([O-])[O-].[K+].[K+]>[Cu].C1(C)C(C)=CC=CC=1>[N+:1]([C:4]1[CH:10]=[CH:9][CH:8]=[CH:7][C:5]=1[NH:6][C:13]1[CH:14]=[CH:15][CH:16]=[CH:17][C:12]=1[F:11])([O-:3])=[O:2] |f:2.3.4|. Procedure: 2-Nitroaniline (14.9 g), 2-fluoronitrobenzene (29 g), potassium carbonate (14.9 g), copper powder (6.9 g) and xylene (100 ml) was mixed, the mixture was refluxed for 39 hours under argon atmosphere. The reaction mixture was allowed to cool, filtrated, and the filtrate was concentrated under reduced pressure. The residue was dissolved ethyl acetate, successively washed with water and saturated brine, dried over anhydrous sodium sulfate, and the solvent was evaporated under reduced pressure. The r... Starting materials: C=CCc1cc(Cl)c(O)c2c(C)c(C(=O)c3ccc(OC)cc3)oc12, CCO. Product: CCCc1cc(Cl)c(O)c2c(C)c(C(=O)c3ccc(OC)cc3)oc12. As a reaction SMILES: [CH3:1][O:2][c:3]1[cH:4][cH:5][c:6]([C:7](=[O:8])[c:9]2[o:10][c:11]3[c:12]([c:13]2[CH3:14])[c:15]([OH:23])[c:16]([Cl:22])[cH:17][c:18]3[CH2:19][CH:20]=[CH2:21])[cH:24][cH:25]1.[CH3:26][CH2:27][OH:28]>>[CH3:1][O:2][c:3]1[cH:4][cH:5][c:6]([C:7](=[O:8])[c:9]2[o:10][c:11]3[c:12]([c:13]2[CH3:14])[c:15]([OH:23])[c:16]([Cl:22])[cH:17][c:18]3[CH2:19][CH2:20][CH3:21])[cH:24][cH:25]1. The reactants are CC(C)(C)OC(=O)N1CCN(c2ccc(-c3cccc(N4CCCCC4C(=O)NCC#N)c3)cc2)CC1, CS(=O)(=O)O, C1COCCO1. Product: N#CCNC(=O)C1CCCCN1c1cccc(-c2ccc(N3CCNCC3)cc2)c1. Reaction SMILES: [C:1](#[N:2])[CH2:3][NH:4][C:5](=[O:6])[CH:7]1[N:8]([c:13]2[cH:14][c:15](-[c:19]3[cH:20][cH:21][c:22]([N:25]4[CH2:26][CH2:27][N:28]([C:31]([O:32][C:33]([CH3:34])([CH3:35])[CH3:36])=[O:37])[CH2:29][CH2:30]4)[cH:23][cH:24]3)[cH:16][cH:17][cH:18]2)[CH2:9][CH2:10][CH2:11][CH2:12]1.[CH3:38][S:39](=[O:40])(=[O:41])[OH:42].[O:43]1[CH2:44][CH2:45][O:46][CH2:47][CH2:48]1>>[C:1](#[N:2])[CH2:3][NH:4][C:5](=[O:6])[CH:7]1[N:8]([c:13]2[cH:14][c:15](-[c:19]3[cH:20][cH:21][c:22]([N:25]4[CH2:26][CH2:27][NH:28][CH2:29][CH2:30]4)[cH:23][cH:24]3)[cH:16][cH:17][cH:18]2)[CH2:9][CH2:10][CH2:11][CH2:12]1. The reactants are NC=1C=C(C=CC1Cl)O (3-amino-4-chlorophenol), ClC1=CC=C(OC(C(C)=O)C(C)=O)C=C1 (3-(4-chlorophenoxy)pentane-2,4-dione), O.C1(=CC=C(C=C1)S(=O)(=O)O)C (p-toluenesulfonic acid monohydrate). Run at temperature 125 celsius. The product is ClC1=CC=C(C=2C(=C(C(=NC12)C)OC1=CC=C(C=C1)Cl)C)O (8-chloro-3-(4-chlorophenoxy)-2,4-dimethylquinolin-5-ol). As a reaction SMILES: [NH2:1][C:2]1[CH:3]=[C:4]([OH:9])[CH:5]=[CH:6][C:7]=1[Cl:8].[Cl:10][C:11]1[CH:24]=[CH:23][C:14]([O:15][CH:16]([C:20](=O)[CH3:21])[C:17](=O)[CH3:18])=[CH:13][CH:12]=1.O.C1(C)C=CC(S(O)(=O)=O)=CC=1>>[Cl:8][C:7]1[C:2]2[N:1]=[C:20]([CH3:21])[C:16]([O:15][C:14]3[CH:13]=[CH:12][C:11]([Cl:10])=[CH:24][CH:23]=3)=[C:17]([CH3:18])[C:3]=2[C:4]([OH:9])=[CH:5][CH:6]=1 |f:2.3|. Reported procedure: A mixture of 3-amino-4-chlorophenol (0.36 g), 3-(4-chlorophenoxy)pentane-2,4-dione (0.57 g) and p-toluenesulfonic acid monohydrate (0.020 g) was heated at 125° C. for 3 hours. The mixture was cooled to room temperature and purified by column chromatography on silica gel, eluting with a mixture of dichloromethane and ethyl acetate (1:0 to 0:1 by volume) to afford title compound as a brown oil, 0.16 g.